This data is from the Open Reaction Database (ORD), a public repository of structured organic reaction records. The task is: describe an organic reaction: reactants, conditions, products, and yield Reactants: CC(C)(C)N(C(=O)[O-])C1(c2ccc(-c3nc4ccc5nnc(-c6cnccn6)n5c4nc3-c3ccccc3)cc2)CCC1, CCOC(C)=O, CO, ClCCl, Cl. Product: Cl, NC1(c2ccc(-c3nc4ccc5nnc(-c6cnccn6)n5c4nc3-c3ccccc3)cc2)CCC1. RXN SMILES: [C:8]([N:12]([C:9](=[O:10])[O-:11])[C:16]1([c:20]2[cH:21][cH:22][c:23](-[c:26]3[n:27][c:28]4[c:29]([n:30][c:31]3-[c:32]3[cH:33][cH:34][cH:35][cH:36][cH:37]3)[n:38]3[c:39]([cH:40][cH:41]4)[n:42][n:43][c:44]3-[c:45]3[n:46][cH:47][cH:48][n:49][cH:50]3)[cH:24][cH:25]2)[CH2:17][CH2:18][CH2:19]1)([CH3:13])([CH3:14])[CH3:15].[CH3:2][CH2:3][O:4][C:5]([CH3:6])=[O:7].[CH3:51][OH:52].[Cl:53][CH2:54][Cl:55].[ClH:1]>>[ClH:1].[NH2:12][C:16]1([c:20]2[cH:21][cH:22][c:23](-[c:26]3[n:27][c:28]4[c:29]([n:30][c:31]3-[c:32]3[cH:33][cH:34][cH:35][cH:36][cH:37]3)[n:38]3[c:39]([cH:40][cH:41]4)[n:42][n:43][c:44]3-[c:45]3[n:46][cH:47][cH:48][n:49][cH:50]3)[cH:24][cH:25]2)[CH2:17][CH2:18][CH2:19]1. Starting materials: C(O)([O-])=O.[K+] (potassium hydrogen carbonate), C(C)OC(C#C)=O (propiolic acid ethyl ester), Cl.NNC(=O)N (semicarbazide hydrochloride), C(C)O (ethanol). Run in O (water), O (water). Conditions: time 4 hour. Product: C(C)OC(CC=O)=NNC(=O)N (Formyl-acetic acid ethyl ester-semicarbazone). RXN SMILES: Cl.[NH2:2][NH:3][C:4]([NH2:6])=[O:5].[C:7](=[O:10])([O-])O.[K+].C(O)C.[CH2:15]([O:17][C:18](=O)[C:19]#C)[CH3:16]>O>[CH2:15]([O:17][C:18](=[N:2][NH:3][C:4]([NH2:6])=[O:5])[CH2:19][CH:7]=[O:10])[CH3:16] |f:0.1,2.3|. Reported procedure: 11.15 g (0.1 mole) semicarbazide hydrochloride are dissolved in 10 ml water in a three neck 100 ml round flask with stirrer and thermometer and 10.0 g (0.1 mole) potassium hydrogen carbonate are added and then 10 ml ethanol are employed to thin. To this during 5 minutes are added drop by drop 9.8 g (0.1 mole) propiolic acid ethyl ester. The reaction temperature is kept for 4 hours at about 30° C. and a thick crystal paste forms slowly. After standing over night the product is cooled down in an i... Reactants: ClC=1N=C2C(=C(C=NC2=CC1)S(=O)(=O)C)NC1=CC=C(C=C1)CN(C)C (6-chloro-N-{4-[(dimethylamino)methyl]phenyl}-3-(methylsulfonyl)-1,5-naphthyridin-4-amine), ClC1=C(C(=CC(=C1)B1OC(C(O1)(C)C)(C)C)Cl)O (2,6-dichloro-4-(4,4,5,5-tetramethyl-1,3,2-dioxaborolan-2-yl)phenol), C1(=C(C(=C(C(=C1F)F)F)N)F)N.Cl.Cl (dihydrochloride). The product is Cl.Cl.ClC1=C(C(=CC(=C1)C1=NC2=C(C(=CN=C2C=C1)S(=O)(=O)C)NC1=CC=C(C=C1)CN(C)C)Cl)O (2,6-Dichloro-4-(8-{4-[(dimethylamino)methyl]phenylamino}-7-(methylsulfonyl)-1,5-naphthyridin-2-yl)phenol dihydrochloride). The yield is 56.5%. As a reaction SMILES: [Cl:1][C:2]1[N:3]=[C:4]2[C:9](=[CH:10][CH:11]=1)[N:8]=[CH:7][C:6]([S:12]([CH3:15])(=[O:14])=[O:13])=[C:5]2[NH:16][C:17]1[CH:22]=[CH:21][C:20]([CH2:23][N:24]([CH3:26])[CH3:25])=[CH:19][CH:18]=1.[Cl:27][C:28]1[CH:33]=[C:32](B2OC(C)(C)C(C)(C)O2)[CH:31]=[C:30]([Cl:43])[C:29]=1[OH:44].C1(N)C(F)=C(F)C(F)=C(N)C=1F.Cl.Cl>>[ClH:1].[ClH:27].[Cl:27][C:28]1[CH:33]=[C:32]([C:2]2[CH:11]=[CH:10][C:9]3[C:4](=[C:5]([NH:16][C:17]4[CH:22]=[CH:21][C:20]([CH2:23][N:24]([CH3:26])[CH3:25])=[CH:19][CH:18]=4)[C:6]([S:12]([CH3:15])(=[O:14])=[O:13])=[CH:7][N:8]=3)[N:3]=2)[CH:31]=[C:30]([Cl:43])[C:29]=1[OH:44] |f:2.3.4,5.6.7|. Reported procedure: Following general procedure II, 6-chloro-N-{4-[(dimethylamino)methyl]phenyl}-3-(methylsulfonyl)-1,5-naphthyridin-4-amine (50 mg, 0.14 mmol) was reacted with 2,6-dichloro-4-(4,4,5,5-tetramethyl-1,3,2-dioxaborolan-2-yl)phenol (61 mg, 0.21 mmol) followed by formation of the dihydrochloride salt to afford the desired product (35 mg, 42%) as an orange solid: 1H NMR (500 MHz, CD3OD) δ 9.12 (s, 1H), 8.47 (d, J=9.1 Hz, 1H), 8.38 (d, J=9.2 Hz, 1H), 7.63 (d, J=9.0 Hz, 2H), 7.59-7.52 (m, 2H), 7.34 (s, 2H),...